Dataset: the Open Reaction Database (ORD), a public repository of structured organic reaction records. Task: describe an organic reaction: reactants, conditions, products, and yield Reactants: solution, N(=NC(=O)OCC)C(=O)OCC (diethyl azodicarboxylate), C1(=CC=CC=C1)C (toluene), OC1=C(C2=C(C(CO2)=O)C=C1)C(C)N1CCN(CC1)C(=O)OC(C)(C)C (tert-butyl 4-[1-(6-hydroxy-3-oxo-2,3-dihydrobenzofuran-7-yl)ethyl]piperazine-1-carboxylate), CO (methanol), C1(=CC=CC=C1)P(C1=CC=CC=C1)C1=CC=CC=C1 (triphenylphosphine). Solvent: O1CCCC1 (tetrahydrofuran), CCCCCC (hexane), C(C)(=O)OCC (ethyl acetate). Conditions: temperature 0 celsius. Product: COC1=C(C2=C(C(CO2)=O)C=C1)C(C)N1CCN(CC1)C(=O)OC(C)(C)C (tert-butyl 4-[1-(6-methoxy-3-oxo-2,3-dihydrobenzofuran-7-yl)ethyl]piperazine-1-carboxylate). Yield: 11.5%. As a reaction SMILES: [OH:1][C:2]1[CH:11]=[CH:10][C:5]2[C:6](=[O:9])[CH2:7][O:8][C:4]=2[C:3]=1[CH:12]([N:14]1[CH2:19][CH2:18][N:17]([C:20]([O:22][C:23]([CH3:26])([CH3:25])[CH3:24])=[O:21])[CH2:16][CH2:15]1)[CH3:13].CO.[C:29]1(P(C2C=CC=CC=2)C2C=CC=CC=2)C=CC=CC=1.N(C(OCC)=O)=NC(OCC)=O.C1(C)C=CC=CC=1>O1CCCC1.C(OCC)(=O)C.CCCCCC>[CH3:29][O:1][C:2]1[CH:11]=[CH:10][C:5]2[C:6](=[O:9])[CH2:7][O:8][C:4]=2[C:3]=1[CH:12]([N:14]1[CH2:15][CH2:16][N:17]([C:20]([O:22][C:23]([CH3:25])([CH3:24])[CH3:26])=[O:21])[CH2:18][CH2:19]1)[CH3:13]. Reported procedure: A solution of tert-butyl 4-[1-(6-hydroxy-3-oxo-2,3-dihydrobenzofuran-7-yl)ethyl]piperazine-1-carboxylate (0.75 g, 2.1 mmol) synthesized in Example B7, Step 2 in tetrahydrofuran (20 mL) was added with methanol (0.20 g, 6.3 mmol), and triphenylphosphine (0.65 g, 2.5 mmol). The reaction mixture was stirred at 0° C. under an argon atmosphere, and added dropwise with a 40% solution of diethyl azodicarboxylate in toluene (1.91 g, 4.4 mmol). After completion of the addition, the mixture was stirred at ... The reactants are [OH-].[Na+] (sodium hydroxide), [Cl-].[Na+] (sodium chloride), C(=C)(C)C1=CC=C(C=C1)O (para-isopropenylphenol), CI (methyl iodide). The reagents and catalysts are [Br-].C(CCC)[N+](CCCC)(CCCC)CCCC (tetrabutylammoniumbromide). The solvent is C(Cl)Cl (methylene chloride), O (water). Run at time 8 hour. Yields the product C(=C)(C)C1=CC=C(C=C1)OC (para-isopropenylanisole). Yield: 45.0%. Reaction SMILES: [OH-].[Na+].[Cl-].[Na+].[C:5]([C:8]1[CH:13]=[CH:12][C:11]([OH:14])=[CH:10][CH:9]=1)([CH3:7])=[CH2:6].[CH3:15]I>[Br-].C([N+](CCCC)(CCCC)CCCC)CCC.C(Cl)Cl.O>[C:5]([C:8]1[CH:13]=[CH:12][C:11]([O:14][CH3:15])=[CH:10][CH:9]=1)([CH3:7])=[CH2:6] |f:0.1,2.3,6.7|. Procedure details: A two-liter reaction flask was charged with 375 mls of water, 18.25 gms of sodium hydroxide, 125 mls of saturated sodium chloride, 50 gms of para-isopropenylphenol, 450 cc of methylene chloride, 7.5 gms of tetrabutylammoniumbromide, and 35 mls of methyl iodide. The reaction flask was flushed with nitrogen, and the mixture was stirred overnight. The phases were separated, and the aqueous phase was washed with methylene chloride. The combined organic layers were washed with 5% sodium hydroxide and... The reactants are O=C([O-])[O-], C1COCCO1, CCOC(=O)CCC[P+](c1ccccc1)(c1ccccc1)c1ccccc1, CCOC(C)=O, [K+], [K+], O, O=Cc1ccccn1. Yields the product CCOC(=O)CCC=Cc1ccccn1. RXN SMILES: [C:36](=[O:37])([O-:38])[O-:39].[CH2:48]1[O:49][CH2:50][CH2:51][O:52][CH2:53]1.[CH2:9]([CH3:10])[O:11][C:12]([CH2:13][CH2:14][CH2:15][P+:16]([c:17]1[cH:18][cH:19][cH:20][cH:21][cH:22]1)([c:23]1[cH:24][cH:25][cH:26][cH:27][cH:28]1)[c:29]1[cH:30][cH:31][cH:32][cH:33][cH:34]1)=[O:35].[CH3:42][CH2:43][O:44][C:45](=[O:46])[CH3:47].[K+:40].[K+:41].[OH2:54].[n:1]1[c:2]([CH:7]=[O:8])[cH:3][cH:4][cH:5][cH:6]1>>[n:1]1[c:2]([CH:7]=[CH:15][CH2:14][CH2:13][C:12]([O:11][CH2:9][CH3:10])=[O:35])[cH:3][cH:4][cH:5][cH:6]1. The reactants are C1=CC(=CC(=C1)Cl)C(=O)OO (mCPBA), C(C1=CC=CC=C1)OC1=CC=2C3=C(C=NC2C=C1)N=C(N3CC(C)(C)NC(=O)C3CCCCC3)COCC (N-{2-[8-(benzyloxy)-2-(ethoxymethyl)-1H-imidazo[4,5-c]quinolin-1-yl]-1,1-dimethylethyl}cyclohexanecarboxamide). The solvent is C(Cl)(Cl)Cl (chloroform). Conditions: time 2 hour. The product is C(C1=CC=CC=C1)OC1=CC=2C3=C(C=[N+](C2C=C1)[O-])N=C(N3CC(C)(C)NC(=O)C3CCCCC3)COCC (N-{2-[8-(benzyloxy)-2-(ethoxymethyl)-5-oxido-1H-imidazo[4,5-c]quinolin-1-yl]-1,1-dimethylethyl}cyclohexanecarboxamide). Isolated yield 111.0%. As a reaction SMILES: C1C=C(Cl)C=C(C(OO)=[O:9])C=1.[CH2:12]([O:19][C:20]1[CH:29]=[CH:28][C:27]2[N:26]=[CH:25][C:24]3[N:30]=[C:31]([CH2:46][O:47][CH2:48][CH3:49])[N:32]([CH2:33][C:34]([NH:37][C:38]([CH:40]4[CH2:45][CH2:44][CH2:43][CH2:42][CH2:41]4)=[O:39])([CH3:36])[CH3:35])[C:23]=3[C:22]=2[CH:21]=1)[C:13]1[CH:18]=[CH:17][CH:16]=[CH:15][CH:14]=1>C(Cl)(Cl)Cl>[CH2:12]([O:19][C:20]1[CH:29]=[CH:28][C:27]2[N+:26]([O-:9])=[CH:25][C:24]3[N:30]=[C:31]([CH2:46][O:47][CH2:48][CH3:49])[N:32]([CH2:33][C:34]([NH:37][C:38]([CH:40]4[CH2:41][CH2:42][CH2:43][CH2:44][CH2:45]4)=[O:39])([CH3:36])[CH3:35])[C:23]=3[C:22]=2[CH:21]=1)[C:13]1[CH:18]=[CH:17][CH:16]=[CH:15][CH:14]=1. Procedure: mCPBA (60% pure, 1.34 g) was added to a solution of N-{2-[8-(benzyloxy)-2-(ethoxymethyl)-1H-imidazo[4,5-c]quinolin-1-yl]-1,1-dimethylethyl}cyclohexanecarboxamide (2.34 g, 4.55 mmol) in chloroform (100 mL). The reaction was stirred for 2 hours and quenched by adding 50 mL of aqueous 2% sodium carbonate. The layers were separated and the aqueous fraction was extracted with two portions of chloroform. The combined organic fractions were washed with brine, dried over sodium sulfate, filtered, and co... Starting materials: Cl (HCl), C(C=C)C=1C=C(C(=CC1)OC)C=1C(=CC=C(C1)CC=C)OC (4,4′-diallyl-2,2′-bianisole), [Cl-].[Al+3].[Cl-].[Cl-] (aluminum chloride), NC(=S)N (thiourea). Solvent: ClCCCl (1,2-dichloroethane). Yields the product C=CCC=1C=CC(=C(C1)C=2C=C(C=CC2O)CC=C)O (Magnolol). RXN SMILES: [CH2:1]([C:4]1[CH:5]=[C:6]([C:12]2[C:13]([O:21]C)=[CH:14][CH:15]=[C:16]([CH2:18][CH:19]=[CH2:20])[CH:17]=2)[C:7]([O:10]C)=[CH:8][CH:9]=1)[CH:2]=[CH2:3].[Cl-].[Al+3].[Cl-].[Cl-].NC(N)=S.Cl>ClCCCl>[CH2:3]=[CH:2][CH2:1][C:4]1[CH:9]=[CH:8][C:7]([OH:10])=[C:6]([C:12]2[CH:17]=[C:16]([CH2:18][CH:19]=[CH2:20])[CH:15]=[CH:14][C:13]=2[OH:21])[CH:5]=1 |f:1.2.3.4|. Reported procedure: The 4,4′-diallyl-2,2′-bianisole is added to a mixture of aluminum chloride, thiourea and 1,2-dichloroethane slowly over 3 hours at 50° C. Temperature and stirring is maintained for an additional 3-4 hours. Reaction mix is cooled and added to HCl and phases are separated. The organic layer is added to charcoal, filtered and the solvent distilled, to obtain the title compound.